From a dataset of the Open Reaction Database (ORD), a public repository of structured organic reaction records. describe an organic reaction: reactants, conditions, products, and yield Starting materials: C1(CC1)C#CCO (3-cyclopropylprop-2-yn-1-ol), [H-].[Na+] (sodium hydride), C(=O)(O)[O-].[Na+] (NaHCO3), NC=1O[C@@H]2C[C@@H]2[C@@](N1)(C(F)F)C=1C=C(C=CC1F)NC(=O)C1=NC=C(N=C1)Cl (N-(3-((1R,5S,6R)-3-amino-5-(difluoromethyl)-2-oxa-4-azabicyclo[4.1.0]hept-3-en-5-yl)-4-fluorophenyl)-5-chloropyrazine-2-carboxamide). The solvent is CN(C)C=O (DMF), O (Water). Reaction conditions: temperature 60 celsius, time 50 minute. Product: NC=1O[C@@H]2C[C@@H]2[C@@](N1)(C(F)F)C=1C=C(C=CC1F)NC(=O)C1=NC=C(N=C1)OCC#CC1CC1 (N-(3-((1R,5S,6R)-3-amino-5-(difluoromethyl)-2-oxa-4-azabicyclo[4.1.0]hept-3-en-5-yl)-4-fluorophenyl)-5-((3-cyclopropylprop-2-yn-1-yl)oxy)pyrazine-2-carboxamide). Isolated yield 57.5%. RXN SMILES: [CH:1]1([C:4]#[C:5][CH2:6][OH:7])[CH2:3][CH2:2]1.[H-].[Na+].[NH2:10][C:11]1[O:12][C@H:13]2[C@@H:15]([C@:16]([C:21]3[CH:22]=[C:23]([NH:28][C:29]([C:31]4[CH:36]=[N:35][C:34](Cl)=[CH:33][N:32]=4)=[O:30])[CH:24]=[CH:25][C:26]=3[F:27])([CH:18]([F:20])[F:19])[N:17]=1)[CH2:14]2.C([O-])(O)=O.[Na+]>CN(C=O)C.O>[NH2:10][C:11]1[O:12][C@H:13]2[C@@H:15]([C@:16]([C:21]3[CH:22]=[C:23]([NH:28][C:29]([C:31]4[CH:36]=[N:35][C:34]([O:7][CH2:6][C:5]#[C:4][CH:1]5[CH2:3][CH2:2]5)=[CH:33][N:32]=4)=[O:30])[CH:24]=[CH:25][C:26]=3[F:27])([CH:18]([F:20])[F:19])[N:17]=1)[CH2:14]2 |f:1.2,4.5|. Procedure details: To a solution of 3-cyclopropylprop-2-yn-1-ol (205 mg, 2.137 mmol) in DMF (1 mL) was added sodium hydride (60% dispersion in mineral oil; 8.6 mg, 0.214 mmol) at rt. After 15 min N-(3-((1R,5S,6R)-3-amino-5-(difluoromethyl)-2-oxa-4-azabicyclo[4.1.0]hept-3-en-5-yl)-4-fluorophenyl)-5-chloropyrazine-2-carboxamide (Example 261, 88 mg, 0.214 mmol) was added and the reaction mixture was stirred at 60° C. for 50 min. Water (1.0 mL) and aqueous, saturated NaHCO3 solution (1 mL) were added. The resulting mi... Starting materials: C(C)N(C(=O)Cl)CC (Diethylcarbamoyl chloride), N1N=C(N=C1)S(=O)(=O)CC1CCCCC1 (cyclohexylmethyl 1,2,4-triazol-3-yl sulfone), Cl (hydrochloric acid). Solvent: ClCCl (dichloromethane), N1=CC=CC=C1 (pyridine). Reaction conditions: time 8 hour. Yields the product C1(CCCCC1)CS(=O)(=O)C1=NN(C=N1)C(=O)N(CC)CC (3-(cyclohexylmethylsulfonyl)-N,N-diethyl-1,2,4-triazole-1-carboxamide). Isolated yield 98.7%. Reaction SMILES: [CH2:1]([N:3]([CH2:7][CH3:8])[C:4](Cl)=[O:5])[CH3:2].[NH:9]1[CH:13]=[N:12][C:11]([S:14]([CH2:17][CH:18]2[CH2:23][CH2:22][CH2:21][CH2:20][CH2:19]2)(=[O:16])=[O:15])=[N:10]1.Cl>N1C=CC=CC=1.ClCCl>[CH:18]1([CH2:17][S:14]([C:11]2[N:12]=[CH:13][N:9]([C:4]([N:3]([CH2:7][CH3:8])[CH2:1][CH3:2])=[O:5])[N:10]=2)(=[O:16])=[O:15])[CH2:19][CH2:20][CH2:21][CH2:22][CH2:23]1. Reported procedure: Diethylcarbamoyl chloride (1.2 ml; 9.4 mmol) was added to cyclohexylmethyl 1,2,4-triazol-3-yl sulfone (2.0 g; 8.7 mmol) in dry pyridine (10 ml) under dry nitrogen, and the solution stirred at room temperature overnight. The resulting mixture was poured into 2M hydrochloric acid (40 ml) at 2° C. and the cloudy solution extracted into ethyl acetate (3×60 ml). The extracts were combined, dried (Na2SO4), filtered and evaporated, to afford a colorless oil which was dissolved in 95% dichloromethane, 5... The reactants are ClC1=CC(=C(C=C1)CO)C1(CCN(CC1)C)O (4-(4-chloro-α-hydroxy-2-tolyl)-4-hydroxy-1-methylpiperidine), Cl (hydrochloric acid). Product: ClC1=CC=C2COC3(CCN(CC3)C)C2=C1 (6-chloro1,3-dihydro-1'-methylspiro[isobenzofuran-1,4'-piperidine]). As a reaction SMILES: [Cl:1][C:2]1[CH:7]=[CH:6][C:5]([CH2:8]O)=[C:4]([C:10]2([OH:17])[CH2:15][CH2:14][N:13]([CH3:16])[CH2:12][CH2:11]2)[CH:3]=1.Cl>>[Cl:1][C:2]1[CH:3]=[C:4]2[C:5]([CH2:8][O:17][C:10]32[CH2:11][CH2:12][N:13]([CH3:16])[CH2:14][CH2:15]3)=[CH:6][CH:7]=1. Procedure details: Treatment of 4-(4-chloro-α-hydroxy-2-tolyl)-4-hydroxy-1-methylpiperidine with hydrochloric acid by the method described in Example 16d provides 6-chloro1,3-dihydro-1'-methylspiro[isobenzofuran-1,4'-piperidine].